From a dataset of the Open Reaction Database (ORD), a public repository of structured organic reaction records. describe an organic reaction: reactants, conditions, products, and yield The reactants are O=C(O)CCCCBr, CC(C)(C)O, ClCCl, O=C(Cl)C(=O)Cl, CN(C)C=O. The product is CC(C)(C)OC(=O)CCCCBr. RXN SMILES: [Br:1][CH2:2][CH2:3][CH2:4][CH2:5][C:6](=[O:7])[OH:8].[CH3:20][C:21]([CH3:22])([CH3:23])[OH:24].[Cl:25][CH2:26][Cl:27].[Cl:9][C:10]([C:11]([Cl:12])=[O:13])=[O:14].[O:15]=[CH:16][N:17]([CH3:18])[CH3:19]>>[Br:1][CH2:2][CH2:3][CH2:4][CH2:5][C:6](=[O:7])[O:8][C:21]([CH3:20])([CH3:22])[CH3:23]. Reaction SMILES: [CH3:16][N:17]([CH3:18])[c:19]1[cH:20][cH:21][cH:22][cH:23][cH:24]1.[CH3:32][c:33]1[cH:34][cH:35][cH:36][cH:37][cH:38]1.[Cl:1][c:2]1[cH:3][c:4]([NH:8][c:9]2[n:10][cH:11][cH:12][c:13](=[O:15])[nH:14]2)[cH:5][cH:6][cH:7]1.[Na+:31].[OH-:30].[P:25]([Cl:26])([Cl:27])([Cl:28])=[O:29]>>[Cl:1][c:2]1[cH:3][c:4]([NH:8][c:9]2[n:10][cH:11][cH:12][c:13]([Cl:27])[n:14]2)[cH:5][cH:6][cH:7]1. Yields the product Clc1cccc(Nc2nccc(Cl)n2)c1. Starting materials: CN(C)c1ccccc1, Cc1ccccc1, O=c1ccnc(Nc2cccc(Cl)c2)[nH]1, [Na+], [OH-], O=P(Cl)(Cl)Cl. Reactants: [H-].[Al+3].[Li+].[H-].[H-].[H-] (Lithium aluminum hydride), [OH-].[Na+] (sodium hydroxide), [H][H] (hydrogen), N[C@@H](CC1=CC=CC=C1)C(=O)O (Phenylalanine). The solvent is O (water), O (Water). Conditions: time 30 minute. Yields the product N[C@@H](CC1=CC=CC=C1)CO ((S)-Phenylalaninol). Reaction SMILES: [H-].[Al+3].[Li+].[H-].[H-].[H-].[H][H].[NH2:9][C@H:10]([C:18](O)=[O:19])[CH2:11][C:12]1[CH:17]=[CH:16][CH:15]=[CH:14][CH:13]=1.[OH-].[Na+]>O>[NH2:9][C@H:10]([CH2:18][OH:19])[CH2:11][C:12]1[CH:13]=[CH:14][CH:15]=[CH:16][CH:17]=1 |f:0.1.2.3.4.5,8.9|. Procedure details: Dry THF (1.5 L) was distilled into a 3-L three-necked flask equipped with a mechanical stirrer, a reflux condenser closed by a septum carrying nitrogen inlet and exit needles, and a stopper. Lithium aluminum hydride (38 g, 1 mole) was added cautiously through the side neck over a period of 40 min. When hydrogen evolution had subsided, the mixture was refluxed with stirring for 30 min and then cooled to room temperature. Phenylalanine (100 g) was added in small portions to the stirred suspension.... Reactants: CC(=O)SCCc1ncn(C(c2ccccc2)(c2ccccc2)c2ccccc2)n1, C1CCOC1, CO, Cl. The product is CC(=O)SCCc1nc[nH]n1. RXN SMILES: [C:1]([CH3:2])(=[O:3])[S:4][CH2:5][CH2:6][c:7]1[n:8][n:9]([C:12]([c:13]2[cH:14][cH:15][cH:16][cH:17][cH:18]2)([c:19]2[cH:20][cH:21][cH:22][cH:23][cH:24]2)[c:25]2[cH:26][cH:27][cH:28][cH:29][cH:30]2)[cH:10][n:11]1.[CH2:34]1[O:35][CH2:36][CH2:37][CH2:38]1.[CH3:32][OH:33].[ClH:31]>>[C:1]([CH3:2])(=[O:3])[S:4][CH2:5][CH2:6][c:7]1[n:8][nH:9][cH:10][n:11]1. Starting materials: [Al+3], CCOCC, [H-], [H-], [H-], [H-], [Li+], CCOC(=O)N1CCNC(c2cccs2)C1. Product: CN1CCNC(c2cccs2)C1. RXN SMILES: [Al+3:18].[CH3:23][CH2:24][O:25][CH2:26][CH3:27].[H-:17].[H-:20].[H-:21].[H-:22].[Li+:19].[s:1]1[c:2]([CH:6]2[CH2:7][N:8]([C:12]([O:13][CH2:14][CH3:15])=[O:16])[CH2:9][CH2:10][NH:11]2)[cH:3][cH:4][cH:5]1>>[s:1]1[c:2]([CH:6]2[CH2:7][N:8]([CH3:12])[CH2:9][CH2:10][NH:11]2)[cH:3][cH:4][cH:5]1. Reactants: COC(C(C=C(CCCCNC(=O)OCC1=CC=CC=C1)CP(=O)(OCC)OCC)NC=O)=O (8-(N-benzyloxycarbonylamino)-4-diethylphosphonomethyl-2-formylamino-oct-3-enoic acid methyl ester), Cl (hydrochloric acid). Yields the product Cl.Cl.NC(C(=O)O)C=C(CCCCN)CP(=O)(O)O (2,8-diamino-4-phosphonomethyl-oct-3-enoic acid dihydrochloride). Reaction SMILES: C[O:2][C:3](=[O:34])[CH:4]([NH:31]C=O)[CH:5]=[C:6]([CH2:22][P:23]([O:28]CC)([O:25]CC)=[O:24])[CH2:7][CH2:8][CH2:9][CH2:10][NH:11]C(OCC1C=CC=CC=1)=O.[ClH:35]>>[ClH:35].[ClH:35].[NH2:31][CH:4]([CH:5]=[C:6]([CH2:22][P:23]([OH:28])([OH:25])=[O:24])[CH2:7][CH2:8][CH2:9][CH2:10][NH2:11])[C:3]([OH:34])=[O:2] |f:2.3.4|. Procedure: 0.5 g (1.0 mmol) of 8-(N-benzyloxycarbonylamino)-4-diethylphosphonomethyl-2-formylamino-oct-3-enoic acid methyl ester is heated under reflux in 5.0 ml of 6N hydrochloric acid for 6 hours. Concentration to dryness by evaporation yields 2,8-diamino-4-phosphonomethyl-oct-3-enoic acid dihydrochloride in the form of a rubber-like solid which is recrystallised from acetonitrile; m.p. 128° (decomp.).